Dataset: the Open Reaction Database (ORD), a public repository of structured organic reaction records. Task: describe an organic reaction: reactants, conditions, products, and yield Reactants: OCc1c(C2CC2)nc2ccccc2c1-c1ccc(F)cc1, [NH4+]. Product: O=Cc1c(C2CC2)nc2ccccc2c1-c1ccc(F)cc1. Reaction SMILES: [CH:2]1([c:5]2[n:6][c:7]3[cH:8][cH:9][cH:10][cH:11][c:12]3[c:13](-[c:17]3[cH:18][cH:19][c:20]([F:23])[cH:21][cH:22]3)[c:14]2[CH2:15][OH:16])[CH2:3][CH2:4]1.[NH4+:1]>>[CH:2]1([c:5]2[n:6][c:7]3[cH:8][cH:9][cH:10][cH:11][c:12]3[c:13](-[c:17]3[cH:18][cH:19][c:20]([F:23])[cH:21][cH:22]3)[c:14]2[CH:15]=[O:16])[CH2:3][CH2:4]1. Reactants: CC1(C2=C(C(=CC=C2)P(C3=CC=CC=C3)C4=CC=CC=C4)OC5=C(C=CC=C51)P(C6=CC=CC=C6)C7=CC=CC=C7)C (Xantphos), C([O-])([O-])=O.[Cs+].[Cs+] (cesium carbonate), C(C)OC(=O)C=1N=NC(=CC1Cl)Cl (4,6-Dichloro-pyridazine-3-carboxylic acid ethyl ester), N1(N=NC=C1)C1=CC=CC(=N1)N (6-[1,2,3]triazol-1-yl-pyridin-2-ylamine). The reagents and catalysts are C=1C=CC(=CC1)/C=C/C(=O)/C=C/C2=CC=CC=C2.C=1C=CC(=CC1)/C=C/C(=O)/C=C/C2=CC=CC=C2.C=1C=CC(=CC1)/C=C/C(=O)/C=C/C2=CC=CC=C2.[Pd].[Pd] (Tris(dibenzylideneacetone)dipalladium). Solvent: O1CCOCC1 (1,4-dioxane), C([O-])(O)=O.[Na+] (sodium bicarbonate). Reaction conditions: temperature 100 celsius. Yields the product C(C)OC(=O)C=1N=NC(=CC1NC1=NC(=CC=C1)N1N=NC=C1)Cl (6-chloro-4-(6-[1,2,3]triazol-1-yl-pyridin-2-ylamino)-pyridazine-3-carboxylic acid ethyl ester). Yield: 15.3%. Reaction SMILES: [CH2:1]([O:3][C:4]([C:6]1[N:7]=[N:8][C:9]([Cl:13])=[CH:10][C:11]=1Cl)=[O:5])[CH3:2].[N:14]1([C:19]2[N:24]=[C:23]([NH2:25])[CH:22]=[CH:21][CH:20]=2)[CH:18]=[CH:17][N:16]=[N:15]1.CC1(C)C2C(=C(P(C3C=CC=CC=3)C3C=CC=CC=3)C=CC=2)OC2C(P(C3C=CC=CC=3)C3C=CC=CC=3)=CC=CC1=2.C(=O)([O-])[O-].[Cs+].[Cs+]>O1CCOCC1.C(=O)(O)[O-].[Na+].C1C=CC(/C=C/C(/C=C/C2C=CC=CC=2)=O)=CC=1.C1C=CC(/C=C/C(/C=C/C2C=CC=CC=2)=O)=CC=1.C1C=CC(/C=C/C(/C=C/C2C=CC=CC=2)=O)=CC=1.[Pd].[Pd]>[CH2:1]([O:3][C:4]([C:6]1[N:7]=[N:8][C:9]([Cl:13])=[CH:10][C:11]=1[NH:25][C:23]1[CH:22]=[CH:21][CH:20]=[C:19]([N:14]2[CH:18]=[CH:17][N:16]=[N:15]2)[N:24]=1)=[O:5])[CH3:2] |f:3.4.5,7.8,9.10.11.12.13|. Procedure: 4,6-Dichloro-pyridazine-3-carboxylic acid ethyl ester (200 mg, 0.905 mmol) and 6-[1,2,3]triazol-1-yl-pyridin-2-ylamine (147 mg, 0.914 mmol) were dissolved in 1,4-dioxane (6 mL) and the solution was purged with argon. Tris(dibenzylideneacetone)dipalladium (83 mg, 0.09 mmol), Xantphos (105 mg, 0.18 mmol), and cesium carbonate (884 mg, 2.7 mmol) were added and the reaction mixture was heated to 100° C. for 1 h. The reaction mixture was cooled, diluted with saturated aqueous sodium bicarbonate solut... The reactants are O=C(NCc1ccc(C(=O)O)c(OCc2ccccc2)c1)OCc1ccccc1, CN(C)C=O, ClCCl, O=S(Cl)Cl. The product is O=C(NCc1ccc(C(=O)Cl)c(OCc2ccccc2)c1)OCc1ccccc1. RXN SMILES: [CH2:10]([c:11]1[cH:12][cH:13][cH:14][cH:15][cH:16]1)[O:17][c:18]1[c:19]([C:20](=[O:21])[OH:22])[cH:23][cH:24][c:25]([CH2:27][NH:28][C:29](=[O:30])[O:31][CH2:32][c:33]2[cH:34][cH:35][cH:36][cH:37][cH:38]2)[cH:26]1.[CH3:5][N:6]([CH3:7])[CH:8]=[O:9].[Cl:39][CH2:40][Cl:41].[S:1]([Cl:2])([Cl:3])=[O:4]>>[Cl:3][C:20]([c:19]1[c:18]([O:17][CH2:10][c:11]2[cH:12][cH:13][cH:14][cH:15][cH:16]2)[cH:26][c:25]([CH2:27][NH:28][C:29](=[O:30])[O:31][CH2:32][c:33]2[cH:34][cH:35][cH:36][cH:37][cH:38]2)[cH:24][cH:23]1)=[O:21]. Reactants: O1CCCC1 (tetrahydrofuran), [H-].[Na+] (sodium hydride), O1CCCC1 (tetrahydrofuran), C(=O)(OCC)C1=C(NC(=C(C1C1=C(C=CC=C1)C(F)(F)F)C(=O)OCC)C)C (3,5-dicarbethoxy-1,4-dihydro-2,6-dimethyl-4-(2-trifluoromethylphenyl)pyridine), CN(C=O)C (dimethylformamide). Solvent: petroleum ether, C(C)#N (acetonitrile). Product: C(=O)(OCC)N1C(=C(C(C(=C1C)C(=O)OCC)C1=C(C=CC=C1)C(F)(F)F)C(=O)OCC)C (1,3,5-tricarbethoxy-1,4-dihydro-2,6-dimethyl-4-(2-trifluoromethylphenyl)pyridine). As a reaction SMILES: [H-].[Na+].[C:3]([C:8]1[CH:13]([C:14]2[CH:19]=[CH:18][CH:17]=[CH:16][C:15]=2[C:20]([F:23])([F:22])[F:21])[C:12]([C:24]([O:26][CH2:27][CH3:28])=[O:25])=[C:11]([CH3:29])[NH:10][C:9]=1[CH3:30])([O:5][CH2:6][CH3:7])=[O:4].CN(C)C=[O:34].[O:36]1[CH2:40][CH2:39]C[CH2:37]1>C(#N)C>[C:37]([N:10]1[C:9]([CH3:30])=[C:8]([C:3]([O:5][CH2:6][CH3:7])=[O:4])[CH:13]([C:14]2[CH:19]=[CH:18][CH:17]=[CH:16][C:15]=2[C:20]([F:23])([F:22])[F:21])[C:12]([C:24]([O:26][CH2:27][CH3:28])=[O:25])=[C:11]1[CH3:29])([O:36][CH2:40][CH3:39])=[O:34] |f:0.1|. Procedure details: To 1.2 g. of sodium hydride (57% dispersion in mineral oil) suspended in tetrahydrofuran is added dropwise with stirring a solution of 10 g. of 3,5-dicarbethoxy-1,4-dihydro-2,6-dimethyl-4-(2-trifluoromethylphenyl)pyridine in tetrahydrofuran. The mixture is heated on a steam bath for 15 minutes, then it is cooled and enough dimethylformamide is added to dissolve the solid which has separated. To the resulting solution is added dropwise 3.04 g. of ethyl chloroformate and the reaction mixture is st... The reactants are CC(=O)O, CO, O=C(O)c1ccc([N+](=O)[O-])cc1F, [H][H]. Yields the product Nc1ccc(C(=O)O)c(F)c1. Reaction SMILES: [CH3:14][C:15](=[O:16])[OH:17].[CH3:20][OH:21].[F:1][c:2]1[c:3]([C:4](=[O:5])[OH:6])[cH:7][cH:8][c:9]([N+:11]([O-:12])=[O:13])[cH:10]1.[H:18][H:19]>>[F:1][c:2]1[c:3]([C:4](=[O:5])[OH:6])[cH:7][cH:8][c:9]([NH2:11])[cH:10]1.